This data is from the Open Reaction Database (ORD), a public repository of structured organic reaction records. The task is: describe an organic reaction: reactants, conditions, products, and yield The reactants are Cc1cc(C)c(CCl)c(C)c1, CCOC(=O)CSCc1ccc(C)cc1, CCO, CCOC(=O)CS. Yields the product CCOC(=O)CSCc1c(C)cc(C)cc1C. Reaction SMILES: [CH3:16][c:17]1[c:18]([CH2:19][Cl:20])[c:21]([CH3:26])[cH:22][c:23]([CH3:25])[cH:24]1.[CH3:1][c:2]1[cH:3][cH:4][c:5]([CH2:6][S:7][CH2:8][C:9](=[O:10])[O:11][CH2:12][CH3:13])[cH:14][cH:15]1.[CH3:34][CH2:35][OH:36].[SH:27][CH2:28][C:29]([O:30][CH2:31][CH3:32])=[O:33]>>[S:7]([CH2:8][C:9](=[O:10])[O:11][CH2:12][CH3:13])[CH2:19][c:18]1[c:17]([CH3:16])[cH:24][c:23]([CH3:25])[cH:22][c:21]1[CH3:26]. The reactants are CO, CCOC(C)=O, COC(=O)Cn1c(-c2ccc(Cl)cc2CNCCN(C)C)c(C2CCCCC2)c2ccc(C(=O)OC)cc21. The product is COC(=O)c1ccc2c(C3CCCCC3)c3n(c2c1)CC(=O)N(CCN(C)C)Cc1cc(Cl)ccc1-3. Reaction SMILES: [CH3:39][OH:40].[CH3:41][CH2:42][O:43][C:44]([CH3:45])=[O:46].[Cl:1][c:2]1[cH:3][c:4]([CH2:32][NH:33][CH2:34][CH2:35][N:36]([CH3:37])[CH3:38])[c:5](-[c:8]2[n:9]([CH2:27][C:28](=[O:29])[O:30][CH3:31])[c:10]3[cH:11][c:12]([C:23](=[O:24])[O:25][CH3:26])[cH:13][cH:14][c:15]3[c:16]2[CH:17]2[CH2:18][CH2:19][CH2:20][CH2:21][CH2:22]2)[cH:6][cH:7]1>>[Cl:1][c:2]1[cH:3][c:4]2[c:5]([cH:6][cH:7]1)-[c:8]1[n:9]([c:10]3[cH:11][c:12]([C:23](=[O:24])[O:25][CH3:26])[cH:13][cH:14][c:15]3[c:16]1[CH:17]1[CH2:18][CH2:19][CH2:20][CH2:21][CH2:22]1)[CH2:27][C:28](=[O:29])[N:33]([CH2:34][CH2:35][N:36]([CH3:37])[CH3:38])[CH2:32]2. Reactants: C(C1=CC=CC=C1)OC1=C(C=CC(=C1)C(CCCCCC)(C)C)C1CC(CCC1)=O (3-[2-benzyloxy-4-(1,1-dimethylheptyl)phenyl]cyclohexanone), [H][H] (hydrogen), C([O-])(O)=O.[Na+] (sodium bicarbonate). Reagents/catalysts: [Pd] (palladium-on-carbon). Solvent: C(C)O (ethanol). The product is CC(CCCCCC)(C)C1=CC(=C(C=C1)C1CC(CCC1)=O)O (3-[4-(1,1-Dimethylheptyl)-2-hydroxyphenyl]cyclohexanone). The yield is 62.0%. Reaction SMILES: C([O:8][C:9]1[CH:14]=[C:13]([C:15]([CH3:23])([CH3:22])[CH2:16][CH2:17][CH2:18][CH2:19][CH2:20][CH3:21])[CH:12]=[CH:11][C:10]=1[CH:24]1[CH2:29][CH2:28][CH2:27][C:26](=[O:30])[CH2:25]1)C1C=CC=CC=1.C(=O)(O)[O-].[Na+].[H][H]>[Pd].C(O)C>[CH3:23][C:15]([C:13]1[CH:12]=[CH:11][C:10]([CH:24]2[CH2:29][CH2:28][CH2:27][C:26](=[O:30])[CH2:25]2)=[C:9]([OH:8])[CH:14]=1)([CH3:22])[CH2:16][CH2:17][CH2:18][CH2:19][CH2:20][CH3:21] |f:1.2|. Procedure: A mixture of 19.5 g. (0.0468 mol.) of 3-[2-benzyloxy-4-(1,1-dimethylheptyl)phenyl]cyclohexanone, 12.3 g. of sodium bicarbonate, 3.00 g. of 10% palladium-on-carbon and 250 ml. of ethanol was stirred under one atmosphere of hydrogen pressure for 1.5 hours. The reaction mixture was then filtered through diatomaceous earth with ethyl acetate and the filtrate evaporated to a solid. The crude solid was purified via column chromatography on 280 g. of silica gel eluted with 20% ethercyclohexane to yield... Conditions: time 16 hour. Procedure: A solution of ethyl (RS)-4-[(2-acetyl-5-(3-thienylmethoxy)-phenoxy]-4-(2-cyanophenyl)butanoate (250 mg) in methanol (10 ml) containing 1N sodium hydroxide (3 mL) is stirred at ambient temperature for 16 hours. The reaction mixture is poured into 0.5 N hydrochloric acid (20 mL) and extracted twice with ethyl acetate (20 mL). The combined organic phases are washed with brine (20 mL), dried over magnesium sulphate and concentrated under reduced pressure to leave a dark yellow oil. Crystallization f... The yield is 8.0%. The solvent is CO (methanol). Starting materials: C(C)(=O)C1=C(OC(C(=O)[O-])CCC2=C(C=CC=C2)C#N)C=C(C=C1)OCC1=CSC=C1 ((2-acetyl-5-(3-thienylmethoxy)-phenoxy]-4-(2-cyanophenyl)butanoate), [OH-].[Na+] (sodium hydroxide), Cl (hydrochloric acid). The product is C(C)(=O)C1=C(OC(C(=O)O)CCC2=C(C=CC=C2)C#N)C=C(C=C1)OCC1=CSC=C1 ((2-acetyl-5-(3-thienylmethoxy)phenoxy]-4-(2-cyanophenyl)butanoic acid). Reaction SMILES: [C:1]([C:4]1[CH:24]=[CH:23][C:22]([O:25][CH2:26][C:27]2[CH:31]=[CH:30][S:29][CH:28]=2)=[CH:21][C:5]=1[O:6][CH:7]([CH2:11][CH2:12][C:13]1[CH:18]=[CH:17][CH:16]=[CH:15][C:14]=1[C:19]#[N:20])[C:8]([O-:10])=[O:9])(=[O:3])[CH3:2].[OH-].[Na+].Cl>CO>[C:1]([C:4]1[CH:24]=[CH:23][C:22]([O:25][CH2:26][C:27]2[CH:31]=[CH:30][S:29][CH:28]=2)=[CH:21][C:5]=1[O:6][CH:7]([CH2:11][CH2:12][C:13]1[CH:18]=[CH:17][CH:16]=[CH:15][C:14]=1[C:19]#[N:20])[C:8]([OH:10])=[O:9])(=[O:3])[CH3:2] |f:1.2|. The reactants are CCNCCOCc1cnc(-c2ccc(C(=O)Nc3ccccc3NC(=O)OC(C)(C)C)cc2)c(C#N)c1, C1COCCO1, Cl. Yields the product CCNCCOCc1cnc(-c2ccc(C(=O)Nc3ccccc3N)cc2)c(C#N)c1. As a reaction SMILES: [C:1](#[N:2])[c:3]1[c:4](-[c:16]2[cH:17][cH:18][c:19]([C:20](=[O:21])[NH:22][c:23]3[c:24]([NH:29][C:30](=[O:31])[O:32][C:33]([CH3:34])([CH3:35])[CH3:36])[cH:25][cH:26][cH:27][cH:28]3)[cH:37][cH:38]2)[n:5][cH:6][c:7]([CH2:9][O:10][CH2:11][CH2:12][NH:13][CH2:14][CH3:15])[cH:8]1.[CH2:40]1[O:41][CH2:42][CH2:43][O:44][CH2:45]1.[ClH:39]>>[C:1](#[N:2])[c:3]1[c:4](-[c:16]2[cH:17][cH:18][c:19]([C:20](=[O:21])[NH:22][c:23]3[c:24]([NH2:29])[cH:25][cH:26][cH:27][cH:28]3)[cH:37][cH:38]2)[n:5][cH:6][c:7]([CH2:9][O:10][CH2:11][CH2:12][NH:13][CH2:14][CH3:15])[cH:8]1. Reactants: [Li]CCCC, CCCCCCCCC1(O[Si](C)(C)C)C=CC(=O)C1, CC(C)[N-]C(C)C, CCCCCC, CC(C)[NH-], COC(=O)CCCCCC=O, [Li+], C1CCOC1. Yields the product CCCCCCCCC1(O[Si](C)(C)C)C=CC(=O)C1C(O)CCCCCC(=O)OC. Reaction SMILES: [CH2:32]([Li:33])[CH2:34][CH2:35][CH3:36].[CH3:1][Si:2]([O:3][C:4]1([CH2:10][CH2:11][CH2:12][CH2:13][CH2:14][CH2:15][CH2:16][CH3:17])[CH:5]=[CH:6][C:7](=[O:9])[CH2:8]1)([CH3:18])[CH3:19].[CH3:21][CH:22]([N-:23][CH:24]([CH3:25])[CH3:26])[CH3:27].[CH3:53][CH2:54][CH2:55][CH2:56][CH2:57][CH3:58].[CH:28]([NH-:29])([CH3:30])[CH3:31].[CH:37](=[O:38])[CH2:39][CH2:40][CH2:41][CH2:42][CH2:43][C:44](=[O:45])[O:46][CH3:47].[Li+:20].[O:48]1[CH2:49][CH2:50][CH2:51][CH2:52]1>>[CH3:1][Si:2]([O:3][C:4]1([CH2:10][CH2:11][CH2:12][CH2:13][CH2:14][CH2:15][CH2:16][CH3:17])[CH:5]=[CH:6][C:7](=[O:9])[CH:8]1[CH:37]([OH:38])[CH2:39][CH2:40][CH2:41][CH2:42][CH2:43][C:44](=[O:45])[O:46][CH3:47])([CH3:18])[CH3:19]. Starting materials: C(=O)(OC(C)(C)C)N1CCN(CC1)C1=NC=CC(=C1)C1CC(=NN1C1=C(C=C(C=C1)F)F)C(C(F)(F)F)(F)F (5-[2-(4-BOC-piperazin-1-yl)-pyridin-4-yl]-1-(2,4-difluoro-phenyl)-3-pentafluoroethyl-4,5-dihydro-1H-pyrazole), Cl (hydrochloric acid). The solvent is C(C)(=O)OCC (ethyl acetate). Conditions: time 2 hour. Product: Cl.FC1=C(C=CC(=C1)F)N1N=C(CC1C1=CC(=NC=C1)N1CCNCC1)C(C(F)(F)F)(F)F (1-(2,4-difluoro-phenyl)-5-[2-(piperazin-1-yl)-pyridin-4-yl]-3-pentafluoroethyl-4,5-dihydro-1H-pyrazole hydrochloride). As a reaction SMILES: C([N:8]1[CH2:13][CH2:12][N:11]([C:14]2[CH:19]=[C:18]([CH:20]3[N:24]([C:25]4[CH:30]=[CH:29][C:28]([F:31])=[CH:27][C:26]=4[F:32])[N:23]=[C:22]([C:33]([F:39])([F:38])[C:34]([F:37])([F:36])[F:35])[CH2:21]3)[CH:17]=[CH:16][N:15]=2)[CH2:10][CH2:9]1)(OC(C)(C)C)=O.[ClH:40]>C(OCC)(=O)C>[ClH:40].[F:32][C:26]1[CH:27]=[C:28]([F:31])[CH:29]=[CH:30][C:25]=1[N:24]1[CH:20]([C:18]2[CH:17]=[CH:16][N:15]=[C:14]([N:11]3[CH2:10][CH2:9][NH:8][CH2:13][CH2:12]3)[CH:19]=2)[CH2:21][C:22]([C:33]([F:39])([F:38])[C:34]([F:35])([F:36])[F:37])=[N:23]1 |f:3.4|. Procedure details: 5-[2-(4-BOC-piperazin-1-yl)-pyridin-4-yl]-1-(2,4-difluoro-phenyl)-3-pentafluoroethyl-4,5-dihydro-1H-pyrazole (320.0 mg, 0.6 mmol) prepared in Example 192 was added to a saturated solution of hydrochloric acid in ethyl acetate (3.0 mL). The reaction mixture was stirred at room temperature for 2 hours and then concentrated under reduced pressure to give 300.0 mg of the titled compound as a brown liquid.